This data is from the Open Reaction Database (ORD), a public repository of structured organic reaction records. The task is: describe an organic reaction: reactants, conditions, products, and yield Starting materials: N1N=CC2=CC=C(C=C12)N (1H-indazol-6-ylamine), N(=O)[O-].[Na+] (NaNO2), O.O.Cl[Sn]Cl (SnCl2.2H2O). Run in Cl (HCl), Cl (HCl). Run at time 1 hour. Product: Cl.N1N=CC2=CC=C(C=C12)NN ((1H-indazol-6-yl)-hydrazine hydrochloride). RXN SMILES: [NH:1]1[C:9]2[C:4](=[CH:5][CH:6]=[C:7]([NH2:10])[CH:8]=2)[CH:3]=[N:2]1.[N:11]([O-])=O.[Na+].O.O.[Cl:17][Sn]Cl>Cl>[ClH:17].[NH:1]1[C:9]2[C:4](=[CH:5][CH:6]=[C:7]([NH:10][NH2:11])[CH:8]=2)[CH:3]=[N:2]1 |f:1.2,3.4.5,7.8|. Reported procedure: To a solution of 1H-indazol-6-ylamine (20 g, 153 mmol) in conc. HCl (50 mL) was added an aqueous solution (50 mL) of NaNO2 (19 g, 158 mmol) at 0° C. and the resulting mixture was stirred for 1 h. A solution of SnCl2.2H2O (90 g, 306 mmol) in conc. HCl (70 mL) pre-cooled to 0° C. was then added, and the mixture stirred for 2 h at RT. The precipitate was filtered and washed with Et2O to yield (1H-indazol-6-yl)-hydrazine hydrochloride as a yellow solid, which was used without further purification. Yields the product ClC1=CC=C(C=C1)C1=CC(=C(C=C1)OC)OC1CCCC1 (4-Chloro-3'-Cyclopentyloxy-4'-methoxy-biphenyl). Procedure: Following the procedure of Example 1, 4-chloro-phenylboronic acid and 3-cyclopentyloxy-4-methoxybromobenzene yielded 92% of the title compound as white needles: mp 94°-95° C. Reactants: ClC1=CC=C(C=C1)B(O)O (4-chloro-phenylboronic acid), C1(CCCC1)OC=1C=C(C=CC1OC)Br (3-cyclopentyloxy-4-methoxybromobenzene). RXN SMILES: [Cl:1][C:2]1[CH:7]=[CH:6][C:5](B(O)O)=[CH:4][CH:3]=1.[CH:11]1([O:16][C:17]2[CH:18]=[C:19](Br)[CH:20]=[CH:21][C:22]=2[O:23][CH3:24])[CH2:15][CH2:14][CH2:13][CH2:12]1>>[Cl:1][C:2]1[CH:7]=[CH:6][C:5]([C:19]2[CH:20]=[CH:21][C:22]([O:23][CH3:24])=[C:17]([O:16][CH:11]3[CH2:12][CH2:13][CH2:14][CH2:15]3)[CH:18]=2)=[CH:4][CH:3]=1. Isolated yield 92.0%. Starting materials: CCCCCC1CCC(=O)O1 (γ-nonalactone), C(C)(=O)O (acetic acid). Yields the product CC(CCC=CCCCC)=O (5-decen-2-one). Yield: 52.0%. Reaction SMILES: [CH3:1][CH2:2][CH2:3][CH2:4][CH2:5][CH:6]1[O:11][C:9](=O)[CH2:8][CH2:7]1.[C:12](O)(=O)C>>[CH3:12][C:9](=[O:11])[CH2:8][CH2:7][CH:6]=[CH:5][CH2:4][CH2:3][CH2:2][CH3:1]. Procedure: Using the same procedure as described under A) but starting with a solution consisting of γ-nonalactone (obtained according to the literature) (5.0 g, 32.0 mmoles) into 45 g of acetic acid and a supported catalyst obtained according to procedure a), there were obtained (after bulb to bulb distillation at 40 mbar, oven=190°) 3.6 g of the corresponding 5-decen-2-one (purity: 70%; yield: 52%). The reactants are CCCCO, OC(CCCl)COc1cccc(C(F)(F)F)c1, [Na+], [Na+], O=C([O-])[O-], c1ccc(N2CCNCC2)cc1. Product: OC(CCN1CCN(c2ccccc2)CC1)COc1cccc(C(F)(F)F)c1. RXN SMILES: [CH2:36]([OH:37])[CH2:38][CH2:39][CH3:40].[Cl:13][CH2:14][CH2:15][CH:16]([CH2:17][O:18][c:19]1[cH:20][c:21]([C:25]([F:26])([F:27])[F:28])[cH:22][cH:23][cH:24]1)[OH:29].[Na+:30].[Na+:31].[O-:32][C:33](=[O:34])[O-:35].[c:1]1([N:7]2[CH2:8][CH2:9][NH:10][CH2:11][CH2:12]2)[cH:2][cH:3][cH:4][cH:5][cH:6]1>>[c:1]1([N:7]2[CH2:8][CH2:9][N:10]([CH2:14][CH2:15][CH:16]([CH2:17][O:18][c:19]3[cH:20][c:21]([C:25]([F:26])([F:27])[F:28])[cH:22][cH:23][cH:24]3)[OH:29])[CH2:11][CH2:12]2)[cH:2][cH:3][cH:4][cH:5][cH:6]1. RXN SMILES: [CH2:43]([P:44]([O:45][CH2:46][CH3:47])([O:48][CH2:49][CH3:50])=[O:51])[P:52](=[O:53])([O:54][CH2:55][CH3:56])[O:57][CH2:58][CH3:59].[CH3:60][N:61]([CH3:62])[CH:63]=[O:64].[CH:1](=[O:2])[c:3]1[c:4]([O:14][CH2:15][c:16]2[cH:17][c:18]([O:41][CH3:42])[c:19]([O:20][CH2:21][c:22]3[n:23][c:24]([N:28]4[CH2:29][CH2:30][CH:31]([C:34](=[O:35])[O:36][CH2:37][CH3:38])[CH2:32][CH2:33]4)[s:25][c:26]3[CH3:27])[cH:39][cH:40]2)[n:5][n:6](-[c:8]2[cH:9][cH:10][cH:11][cH:12][cH:13]2)[cH:7]1.[H-:65].[Na+:66].[OH2:67]>>[CH:1]([c:3]1[c:4]([O:14][CH2:15][c:16]2[cH:17][c:18]([O:41][CH3:42])[c:19]([O:20][CH2:21][c:22]3[n:23][c:24]([N:28]4[CH2:29][CH2:30][CH:31]([C:34](=[O:35])[O:36][CH2:37][CH3:38])[CH2:32][CH2:33]4)[s:25][c:26]3[CH3:27])[cH:39][cH:40]2)[n:5][n:6](-[c:8]2[cH:9][cH:10][cH:11][cH:12][cH:13]2)[cH:7]1)=[CH:43][P:44]([O:45][CH2:46][CH3:47])([O:48][CH2:49][CH3:50])=[O:51]. Product: CCOC(=O)C1CCN(c2nc(COc3ccc(COc4nn(-c5ccccc5)cc4C=CP(=O)(OCC)OCC)cc3OC)c(C)s2)CC1. Starting materials: CCOP(=O)(CP(=O)(OCC)OCC)OCC, CN(C)C=O, CCOC(=O)C1CCN(c2nc(COc3ccc(COc4nn(-c5ccccc5)cc4C=O)cc3OC)c(C)s2)CC1, [H-], [Na+], O. Starting materials: C(C)N(C(=O)C1=C(C=CC=C1)S(=O)(=O)C=1[C@@H]([C@H]2N(C1C(=O)OCC1=CC=C(C=C1)[N+](=O)[O-])C([C@@H]2[C@@H](C)O[Si](C)(C)C(C)(C)C)=O)C)CC (4-nitrobenzyl (1R, 5S,6S)-2-(2-diethylcarbamoylphenylsulfonyl)-1-methyl-6-[1(R)-t-butyldimethylsilyloxyethyl]-1-carbapen-2-em-3-carboxylate), CN(C(=O)[C@H]1N(C[C@H](C1)S)C(=O)OCC1=CC=C(C=C1)[N+](=O)[O-])C ((2S,4S)-dimethylcarbamoyl-1-(4-nitrobenzyloxycarbonyl)-4-mercaptopyrrolidine). The product is CN(C(=O)[C@H]1N(C[C@H](C1)SC=1[C@@H]([C@H]2N(C1C(=O)OCC1=CC=C(C=C1)[N+](=O)[O-])C([C@@H]2[C@@H](C)O[Si](C)(C)C(C)(C)C)=O)C)C(=O)OCC2=CC=C(C=C2)[N+](=O)[O-])C (4-Nitrobenzyl (1R, 5S,6S)-2-[(2S,4S)-2-dimethylcarbamoyl-1-(4-nitrobenzyloxycarbonyl)-4-pyrrolidinylthio]-1-methyl-6-[1(R)-t-butyldimethylsilyloxyethyl]-1-carbapen-2-em-3-carboxylate). Isolated yield 78.0%. RXN SMILES: C(N(CC)C(C1C=CC=CC=1[S:12]([C:15]1[C@H:16]([CH3:46])[C@@H:17]2[C@@H:34]([C@H:35]([O:37][Si:38]([C:41]([CH3:44])([CH3:43])[CH3:42])([CH3:40])[CH3:39])[CH3:36])[C:33](=[O:45])[N:18]2[C:19]=1[C:20]([O:22][CH2:23][C:24]1[CH:29]=[CH:28][C:27]([N+:30]([O-:32])=[O:31])=[CH:26][CH:25]=1)=[O:21])(=O)=O)=O)C.[CH3:49][N:50]([CH3:72])[C:51]([C@@H:53]1[CH2:57][C@H:56](S)[CH2:55][N:54]1[C:59]([O:61][CH2:62][C:63]1[CH:68]=[CH:67][C:66]([N+:69]([O-:71])=[O:70])=[CH:65][CH:64]=1)=[O:60])=[O:52]>>[CH3:49][N:50]([CH3:72])[C:51]([C@@H:53]1[CH2:57][C@H:56]([S:12][C:15]2[C@H:16]([CH3:46])[C@@H:17]3[C@@H:34]([C@H:35]([O:37][Si:38]([C:41]([CH3:42])([CH3:43])[CH3:44])([CH3:39])[CH3:40])[CH3:36])[C:33](=[O:45])[N:18]3[C:19]=2[C:20]([O:22][CH2:23][C:24]2[CH:25]=[CH:26][C:27]([N+:30]([O-:32])=[O:31])=[CH:28][CH:29]=2)=[O:21])[CH2:55][N:54]1[C:59]([O:61][CH2:62][C:63]1[CH:64]=[CH:65][C:66]([N+:69]([O-:71])=[O:70])=[CH:67][CH:68]=1)=[O:60])=[O:52]. Reported procedure: Following a procedure similar to that described in Example 18, but using 76 mg of 4-nitrobenzyl (1R, 5S,6S)-2-(2-diethylcarbamoylphenylsulfonyl)-1-methyl-6-[1(R)-t-butyldimethylsilyloxyethyl]-1-carbapen-2-em-3-carboxylate (prepared as described it Example 42) and 46 mg of (2S,4S)-dimethylcarbamoyl-1-(4-nitrobenzyloxycarbonyl)-4-mercaptopyrrolidine, the title compound was obtained in a yield of 78%. Reactants: O1CCCC1 (tetrahydrofuran), C(CCCC)N1CCN(CC1)C(=O)C1C(C1)C(=O)O (2-[(4-pentylpiperazin-1-yl)carbonyl]cyclopropanecarboxylic acid), [H-].[Al+3].[Li+].[H-].[H-].[H-] (lithium aluminum hydride), [OH-].[Na+] (NaOH). Solvent: O (H2O), O (H2O). Yields the product C(CCCC)N1CCN(CC1)CC1C(C1)CO (2-[(4-Pentylpiperazin-1-yl)methyl]cyclopropanemethanol). Reaction SMILES: O1CCCC1.[CH2:6]([N:11]1[CH2:16][CH2:15][N:14]([C:17]([CH:19]2[CH2:21][CH:20]2[C:22](O)=[O:23])=O)[CH2:13][CH2:12]1)[CH2:7][CH2:8][CH2:9][CH3:10].[H-].[Al+3].[Li+].[H-].[H-].[H-].[OH-].[Na+]>O>[CH2:6]([N:11]1[CH2:12][CH2:13][N:14]([CH2:17][CH:19]2[CH2:21][CH:20]2[CH2:22][OH:23])[CH2:15][CH2:16]1)[CH2:7][CH2:8][CH2:9][CH3:10] |f:2.3.4.5.6.7,8.9|. Reported procedure: To 100 mL of tetrahydrofuran is added 24.0 g (0.1 mol) of 2-[(4-pentylpiperazin-1-yl)carbonyl]cyclopropanecarboxylic acid and 13.6 g (0.4 mol) of lithium aluminum hydride. Reflux the reaction and monitor by thin-layer chromatography. Upon completion add 14 mL of H2O, 14 mL of 15% aqueous NaOH, and 42 mL of H2O. Remove the precipitate by suction filtration through celite and remove the solvent in vacuo to obtain the title compound. Starting materials: S1C=C(C=C1)C1=CC=C(C=C1)C(CN)C (2-(4-(3-thienyl)phenyl)propylamine), N1=C(C=CC=C1)C(=O)Cl (picolinoyl chloride). The product is S1C=C(C=C1)C1=CC=C(C=C1)C(CNC(C1=NC=CC=C1)=O)C (N-2-(4-(3-Thienyl)phenyl)propyl Picolinamide). As a reaction SMILES: [S:1]1[CH:5]=[CH:4][C:3]([C:6]2[CH:11]=[CH:10][C:9]([CH:12]([CH3:15])[CH2:13][NH2:14])=[CH:8][CH:7]=2)=[CH:2]1.[N:16]1[CH:21]=[CH:20][CH:19]=[CH:18][C:17]=1[C:22](Cl)=[O:23]>>[S:1]1[CH:5]=[CH:4][C:3]([C:6]2[CH:11]=[CH:10][C:9]([CH:12]([CH3:15])[CH2:13][NH:14][C:22](=[O:23])[C:17]3[CH:18]=[CH:19][CH:20]=[CH:21][N:16]=3)=[CH:8][CH:7]=2)=[CH:2]1. Reported procedure: The title compound was prepared 2-(4-(3-thienyl)phenyl)propylamine (see example 14) and picolinoyl chloride in a manner analogous to the procedure described in example 14. The NMR spectrum was consistent with the proposed title structure.